From a dataset of the Open Reaction Database (ORD), a public repository of structured organic reaction records. describe an organic reaction: reactants, conditions, products, and yield Product: COC(C1=C(C=CC=C1C)Br)=O (2-bromo-6-methyl-benzoic acid methyl ester). The solvent is CC(=O)C (acetone). Reported procedure: 2-Bromo-6-methyl-benzoic acid (4.95 g) and K2CO3 (16.26 g) were suspended in acetone (150 mL). MeI (7.5 mL) was added and the mixture was heated at reflux for 3.5 h. The solid was removed by filtration and the filtrate was concentrated. The residue was taken into EtOAc and washed with saturated NH4Cl, H2O and saturated NaCl. The organic phase was dried over MgSO4, filtered, and concentrated to yield 2-bromo-6-methyl-benzoic acid methyl ester as an orange oil. Starting materials: BrC1=C(C(=O)O)C(=CC=C1)C (2-Bromo-6-methyl-benzoic acid), C(=O)([O-])[O-].[K+].[K+] (K2CO3), CI (MeI). RXN SMILES: [Br:1][C:2]1[CH:10]=[CH:9][CH:8]=[C:7]([CH3:11])[C:3]=1[C:4]([OH:6])=[O:5].[C:12]([O-])([O-])=O.[K+].[K+].CI>CC(C)=O>[CH3:12][O:5][C:4](=[O:6])[C:3]1[C:7]([CH3:11])=[CH:8][CH:9]=[CH:10][C:2]=1[Br:1] |f:1.2.3|. The reactants are O=c1[nH]nc2c(-c3ccc(Cl)cc3)c(-c3ccc(Cl)cc3)c(Cl)nn12, FC(F)(F)c1ccc(CBr)cc1, [K+], [K+], O=C([O-])[O-], CN(C)C=O, O. The product is O=c1n(Cc2ccc(C(F)(F)F)cc2)nc2c(-c3ccc(Cl)cc3)c(-c3ccc(Cl)cc3)c(Cl)nn12. Reaction SMILES: [Cl:1][c:2]1[c:3](-[c:19]2[cH:20][cH:21][c:22]([Cl:25])[cH:23][cH:24]2)[c:4](-[c:12]2[cH:13][cH:14][c:15]([Cl:18])[cH:16][cH:17]2)[c:5]2[n:6]([n:7]1)[c:8](=[O:11])[nH:9][n:10]2.[F:32][C:33]([c:34]1[cH:35][cH:36][c:37]([CH2:38][Br:39])[cH:40][cH:41]1)([F:42])[F:43].[K+:26].[K+:27].[O-:28][C:29]([O-:30])=[O:31].[O:44]=[CH:45][N:46]([CH3:47])[CH3:48].[OH2:49]>>[Cl:1][c:2]1[c:3](-[c:19]2[cH:20][cH:21][c:22]([Cl:25])[cH:23][cH:24]2)[c:4](-[c:12]2[cH:13][cH:14][c:15]([Cl:18])[cH:16][cH:17]2)[c:5]2[n:6]([n:7]1)[c:8](=[O:11])[n:9]([CH2:38][c:37]1[cH:36][cH:35][c:34]([C:33]([F:32])([F:42])[F:43])[cH:41][cH:40]1)[n:10]2. Starting materials: ClC1=C(C(=CC(=C1)C(F)(F)F)Cl)N1N=C(C(=N1)CC=O)C (2-(2,6-Dichloro-4-trifluoromethylphenyl)-5-methyl-2H-1,2,3-triazole-4-acetaldehyde), N/C(=C(/C#N)\N)/C#N (diaminomaleonitrile). The product is ClC1=C(C(=CC(=C1)C(F)(F)F)Cl)N1N=C(C(=N1)CC=NC(=C(C#N)N)C#N)C (2-(2,6-dichloro-4-trifluoromethylphenyl)-4-[2-(2-amino-1,2-dicyanoethenylimino)ethyl]-5-methyl-2H-1,2,3-triazole). Reaction SMILES: [Cl:1][C:2]1[CH:7]=[C:6]([C:8]([F:11])([F:10])[F:9])[CH:5]=[C:4]([Cl:12])[C:3]=1[N:13]1[N:17]=[C:16]([CH2:18][CH:19]=O)[C:15]([CH3:21])=[N:14]1.[NH2:22]/[C:23](/[C:28]#[N:29])=[C:24](\[NH2:27])/[C:25]#[N:26]>>[Cl:1][C:2]1[CH:7]=[C:6]([C:8]([F:11])([F:10])[F:9])[CH:5]=[C:4]([Cl:12])[C:3]=1[N:13]1[N:17]=[C:16]([CH2:18][CH:19]=[N:22][C:23]([C:28]#[N:29])=[C:24]([NH2:27])[C:25]#[N:26])[C:15]([CH3:21])=[N:14]1. Procedure: 2-(2,6-Dichloro-4-trifluoromethylphenyl)-5-methyl-2H-1,2,3-triazole-4-acetaldehyde was treated with diaminomaleonitrile in a similar manner to Example 1, to give 2-(2,6-dichloro-4-trifluoromethylphenyl)-4-[2-(2-amino-1,2-dicyanoethenylimino)ethyl]-5-methyl-2H-1,2,3-triazole, which was cyclised in a similar manner to Example 1a, to give 2-(2,6-dichloro-4-trifluoromethylphenyl)-4-[(4,5-dicyano-1H-imidazol-2-yl)methyl]-5-methyl-2H-1,2,3-triazole (Compound 33). Reactants: ClN1C(CCC1=O)=O (N-chlorosuccinimide), C(C1=CC=CC=C1)OP(OCC1=CC=CC=C1)[O-] (dibenzylphosphite). Solvent: C1=CC=CC=C1 (benzene). Conditions: temperature 40 celsius, time 1 hour. The product is P(=O)(OCC1=CC=CC=C1)(OCC1=CC=CC=C1)Cl (Dibenzyl chlorophosphate), phenyl 2,3,4-tri-O-acetyl-D-mannoside 6-dibenzylphosphate. As a reaction SMILES: [Cl:1]N1C(=O)CCC1=O.[CH2:9]([O:16][P:17]([O-:26])[O:18][CH2:19][C:20]1[CH:25]=[CH:24][CH:23]=[CH:22][CH:21]=1)[C:10]1[CH:15]=[CH:14][CH:13]=[CH:12][CH:11]=1>C1C=CC=CC=1>[P:17]([Cl:1])([O:16][CH2:9][C:10]1[CH:11]=[CH:12][CH:13]=[CH:14][CH:15]=1)([O:18][CH2:19][C:20]1[CH:21]=[CH:22][CH:23]=[CH:24][CH:25]=1)=[O:26]. Reported procedure: Dibenzyl chlorophosphate was prepared by adding N-chlorosuccinimide (1.28 g) to a stirred solution of dibenzylphosphite (2.5 g) in benzene (100 ml) at room temperate. After 2 hrs at room temperature the solid (succinimide) was filtered off and the filtrate concentrated to about 5 ml, which was added dropwise to a solution of phenyl 2,3,4-tri-O-acetyl-D-mannoside (3.3 g) in dry pyridine (15 ml) at 0° C. with sting over 1 hour and the mixture allowed to stand at room temperature over night. The mi... RXN SMILES: [C:1]([CH2:4][C:5]1[CH:32]=[CH:31][C:8]([NH:9]/[C:10](=[C:17]2\[C:18](=[O:30])[NH:19][C:20]3[C:25]\2=[CH:24][C:23]([O:26][CH3:27])=[C:22]([O:28][CH3:29])[CH:21]=3)/[C:11]2[CH:16]=[CH:15][CH:14]=[CH:13][CH:12]=2)=[CH:7][CH:6]=1)(O)=[O:2].[NH4+].O[N:35]1C(=O)CCC1=O>>[NH2:35][C:1]([CH2:4][C:5]1[CH:6]=[CH:7][C:8]([NH:9]/[C:10](=[C:17]2\[C:18](=[O:30])[NH:19][C:20]3[C:25]\2=[CH:24][C:23]([O:26][CH3:27])=[C:22]([O:28][CH3:29])[CH:21]=3)/[C:11]2[CH:16]=[CH:15][CH:14]=[CH:13][CH:12]=2)=[CH:31][CH:32]=1)=[O:2] |f:1.2|. Procedure: Prepared from 3-(Z)-(1-[4-(carboxymethyl)-anilino]-1-phenyl-methylidene)-5,6-dimethoxy-2-indolinone and N-hydroxy-succinimide-ammonium salt Reactants: C(=O)(O)CC1=CC=C(N\C(\C2=CC=CC=C2)=C\2/C(NC3=CC(=C(C=C23)OC)OC)=O)C=C1 (3-(Z)-(1-[4-(carboxymethyl)-anilino]-1-phenyl-methylidene)-5,6-dimethoxy-2-indolinone), [NH4+].ON1C(CCC1=O)=O (N-hydroxy-succinimide-ammonium salt). Product: NC(=O)CC1=CC=C(N\C(\C2=CC=CC=C2)=C\2/C(NC3=CC(=C(C=C23)OC)OC)=O)C=C1 (3-(Z)-{1-[4-(aminocarbonylmethyl)-anilino]-1-phenyl-methylidene}-5,6-dimethoxy-2-indolinone).